This data is from the Open Reaction Database (ORD), a public repository of structured organic reaction records. The task is: describe an organic reaction: reactants, conditions, products, and yield Reactants: CO, NCCCCCC(=O)O, O, O=S(=O)(O)O. Yields the product COC(=O)CCCCCN. RXN SMILES: [CH3:16][OH:17].[NH2:1][CH2:2][CH2:3][CH2:4][CH2:5][CH2:6][C:7]([OH:8])=[O:9].[OH2:15].[S:10](=[O:11])(=[O:12])([OH:13])[OH:14]>>[NH2:1][CH2:2][CH2:3][CH2:4][CH2:5][CH2:6][C:7]([O:8][CH3:16])=[O:9].